Task: describe an organic reaction: reactants, conditions, products, and yield. Dataset: the Open Reaction Database (ORD), a public repository of structured organic reaction records The reactants are C(C)(=O)OCC=C(CCC(C(=C)C)Cl)C (6-chloro-3,7-dimethyl-2,7-octadienyl acetate), C(C)[N+](CC)(CC)[O-] (triethylamine N-oxide), O1CCOCC1 (dioxane). The reagents and catalysts are [Cu]Cl (copper(I) chloride). Solvent: O (water). Run at time 10 hour. Yields the product C(C)(=O)OCC=C(CCC=C(C=O)C)C (8-acetoxy-2,6-dimethyl-2,6-octadienal). The yield is 61.2%. RXN SMILES: [C:1]([O:4][CH2:5][CH:6]=[C:7]([CH3:15])[CH2:8][CH2:9][CH:10](Cl)[C:11]([CH3:13])=[CH2:12])(=[O:3])[CH3:2].C([N+]([O-:23])(CC)CC)C.O1CCOCC1>[Cu]Cl.O>[C:1]([O:4][CH2:5][CH:6]=[C:7]([CH3:15])[CH2:8][CH2:9][CH:10]=[C:11]([CH3:13])[CH:12]=[O:23])(=[O:3])[CH3:2]. Procedure: 2.36 g (9.41 mmols) of 6-chloro-3,7-dimethyl-2,7-octadienyl acetate (purity: 92%), 92 mg (0.93 mmols) of copper(I) chloride and 3.65 g (29.6 mmols) of triethylamine N-oxide (purity: 95%) were placed in a flask, to which 5 ml of dioxane was added, followed by agitation of the mixture at 50° C. for 10 hours. 40 ml of water was added to the reaction mixture, after which it was extracted twice each with 70 ml of diethyl ether. The resultant extract was successively washed with each 20 ml of 3% sulfu... As a reaction SMILES: [CH3:21][CH2:22][OH:23].[N:1](=[N+:2]=[N-:3])[CH2:4][CH:5]1[CH2:6][N:7]([CH2:12][CH2:13][c:14]2[cH:15][cH:16][c:17]([F:20])[cH:18][cH:19]2)[CH2:8][CH2:9][CH:10]1[CH3:11]>>[NH2:1][CH2:4][CH:5]1[CH2:6][N:7]([CH2:12][CH2:13][c:14]2[cH:15][cH:16][c:17]([F:20])[cH:18][cH:19]2)[CH2:8][CH2:9][CH:10]1[CH3:11]. Yields the product CC1CCN(CCc2ccc(F)cc2)CC1CN. The reactants are CCO, CC1CCN(CCc2ccc(F)cc2)CC1CN=[N+]=[N-]. Reactants: CCCCC(Br)c1ccc(C(F)(F)F)cc1, N#Cc1ccccc1-c1ccc2[nH]ccc2c1, [H-], [Na+], CN(C)C=O, O. Yields the product CCCCC(c1ccc(C(F)(F)F)cc1)n1ccc2cc(-c3ccccc3C#N)ccc21. Reaction SMILES: [Br:20][CH:21]([CH2:22][CH2:23][CH2:24][CH3:25])[c:26]1[cH:27][cH:28][c:29]([C:32]([F:33])([F:34])[F:35])[cH:30][cH:31]1.[C:3](#[N:4])[c:5]1[c:6](-[c:11]2[cH:12][c:13]3[cH:14][cH:15][nH:16][c:17]3[cH:18][cH:19]2)[cH:7][cH:8][cH:9][cH:10]1.[H-:1].[Na+:2].[O:37]=[CH:38][N:39]([CH3:40])[CH3:41].[OH2:36]>>[C:3](#[N:4])[c:5]1[c:6](-[c:11]2[cH:12][c:13]3[cH:14][cH:15][n:16]([CH:21]([CH2:22][CH2:23][CH2:24][CH3:25])[c:26]4[cH:27][cH:28][c:29]([C:32]([F:33])([F:34])[F:35])[cH:30][cH:31]4)[c:17]3[cH:18][cH:19]2)[cH:7][cH:8][cH:9][cH:10]1. Reactants: FC(CCCOC(N(C)[C@H]1CNC[C@@H]1C1=CC=C(C=C1)Cl)=O)(F)F ([(3R,4S)-4-(4-Chloro-phenyl)-pyrrolidin-3-yl]-methyl-carbamic acid 4,4,4-trifluoro-butyl ester), CC1(CC1)C(=O)N1CCC(CC1)C(=O)O (1-(1-methyl-cyclopropanecarbonyl)-piperidine-4-carboxylic acid). Yields the product title compounds, FC(CCCOC(N(C)[C@H]1CN(C[C@@H]1C1=CC=C(C=C1)Cl)C(=O)C1CCN(CC1)C(=O)C1(CC1)C)=O)(F)F ({(3R,4S)-4-(4-chloro-phenyl)-1-[1-(1-methyl-cyclopropanecarbonyl)-piperidine-4-carbonyl]-pyrrolidin-3-yl}-methyl-carbamic acid 4,4,4-trifluoro-butyl ester), FC(CCCOC(N(C)[C@@H]1CN(C[C@H]1C1=CC=C(C=C1)Cl)C(=O)C1CCN(CC1)C(=O)C1(CC1)C)=O)(F)F ({(3S,4R)-4-(4-chloro-phenyl)-1-[1-(1-methyl-cyclopropanecarbonyl)-piperidine-4-carbonyl]-pyrrolidin-3-yl}-methyl-carbamic acid 4,4,4-trifluoro-butyl ester). As a reaction SMILES: [F:1][C:2]([F:24])([F:23])[CH2:3][CH2:4][CH2:5][O:6][C:7](=[O:22])[N:8]([C@@H:10]1[C@@H:14]([C:15]2[CH:20]=[CH:19][C:18]([Cl:21])=[CH:17][CH:16]=2)[CH2:13][NH:12][CH2:11]1)[CH3:9].[CH3:25][C:26]1([C:29]([N:31]2[CH2:36][CH2:35][CH:34]([C:37]([OH:39])=[O:38])[CH2:33][CH2:32]2)=[O:30])[CH2:28][CH2:27]1>>[F:24][C:2]([F:1])([F:23])[CH2:3][CH2:4][CH2:5][O:6][C:7](=[O:22])[N:8]([C@@H:10]1[C@@H:14]([C:15]2[CH:16]=[CH:17][C:18]([Cl:21])=[CH:19][CH:20]=2)[CH2:13][N:12]([C:37]([CH:34]2[CH2:33][CH2:32][N:31]([C:29]([C:26]3([CH3:25])[CH2:28][CH2:27]3)=[O:30])[CH2:36][CH2:35]2)=[O:38])[CH2:11]1)[CH3:9].[F:24][C:2]([F:1])([F:23])[CH2:3][CH2:4][CH2:5][O:6][C:7](=[O:22])[N:8]([C@H:10]1[C@H:14]([C:15]2[CH:16]=[CH:17][C:18]([Cl:21])=[CH:19][CH:20]=2)[CH2:13][N:12]([C:37]([CH:34]2[CH2:33][CH2:32][N:31]([C:29]([C:26]3([CH3:25])[CH2:27][CH2:28]3)=[O:30])[CH2:36][CH2:35]2)=[O:39])[CH2:11]1)[CH3:9]. Procedure: In analogy to the procedure described for the synthesis of example 44 (step c), the title compounds {(3R,4S)-4-(4-chloro-phenyl)-1-[1-(1-methyl-cyclopropane carbonyl)-piperidine-4-carbonyl]-pyrrolidin-3-yl}-methyl-carbamic acid 4,4,4-trifluoro-butyl ester and {(3S,4R)-4-(4-chloro-phenyl)-1-[1-(1-methyl-cyclopropanecarbonyl)-piperidine-4-carbonyl]-pyrrolidin-3-yl}-methyl-carbamic acid 4,4,4-trifluoro-butyl ester were prepared from [(3R,4S)-4-(4-Chloro-phenyl)-pyrrolidin-3-yl]-methyl-carbamic acid... Conditions: time 2 hour. The product is ClCC(C(CCCl)(C)CC)=O (1,5-dichloro-3-ethyl-3-methyl-2-pentanone). As a reaction SMILES: [Cl:1][CH:2]=[C:3]1[C:7]([CH2:9][CH3:10])([CH3:8])[CH2:6][CH2:5][O:4]1.[ClH:11]>>[Cl:1][CH2:2][C:3](=[O:4])[C:7]([CH2:9][CH3:10])([CH3:8])[CH2:6][CH2:5][Cl:11]. Reported procedure: 64 g (0.4 mole) of 2-chloromethylene-3-ethyl-3-methyl-tetrahydrofuran are saturated with hydrogen chloride gas at 10° to 20° C., while cooling with ice. After the mixture has been left to stand at room temperature for 2 hours, excess hydrogen chloride is stripped off and the residue is distilled. 60 g (81% of theory) of 1,5-dichloro-3-ethyl-3-methyl-2-pentanone of boiling point 92°-101° C./0.05 mbar are obtained. ##STR102## Starting materials: ClC=C1OCCC1(C)CC (2-chloromethylene-3-ethyl-3-methyl-tetrahydrofuran), Cl (hydrogen chloride), Cl (hydrogen chloride). Yield: 81.0%.